Dataset: the Open Reaction Database (ORD), a public repository of structured organic reaction records. Task: describe an organic reaction: reactants, conditions, products, and yield Starting materials: 3-L, (2R,4R)-2-(bis-(4′-t-butylphenyl)methyl)-4-(ethylcarbamoyloxy)pyrrolidine, CC(C)=CCCC(C)=CC=O (citral), [H][H] (hydrogen), CC(C)=CCCC(C)=CC=O (citral), CC(C)=CCCC(C)=CC=O (citral), FC(C(=O)O)(F)F (trifluoroacetic acid). Reagents/catalysts: [Pd].S(=O)(=O)([O-])[O-].[Ba+2] (Pd barium sulfate). Run in C(C)(C)(C)O (t-butanol). Product: CC(C)=CCCC(C)CC=O (citronellal). Reaction SMILES: [CH3:1][C:2](=[CH:4][CH2:5][CH2:6][C:7](=[CH:9][CH:10]=[O:11])[CH3:8])[CH3:3].FC(F)(F)C(O)=O.[H][H]>[Pd].S([O-])([O-])(=O)=O.[Ba+2].C(O)(C)(C)C>[CH3:1][C:2](=[CH:4][CH2:5][CH2:6][CH:7]([CH2:9][CH:10]=[O:11])[CH3:8])[CH3:3] |f:3.4.5|. Procedure details: In a 3-L reaction flask were added 500.0 g (3.28 mol) of citral, 2.50 g (0.5 wt % based on the citral) of 5 wt. % Pd/barium sulfate, 10.0 g (22.9 mmol, 2.0 wt % based on the citral) of (2R,4R)-2-(bis-(4′-t-butylphenyl)methyl)-4-(ethylcarbamoyloxy)pyrrolidine, 2.6 g (22.9 mmol) of trifluoroacetic acid, and 500 mL of 10 wt % hydrous t-butanol in a nitrogen atmosphere. The resulting mixture was stirred and the atmosphere was exchanged with a hydrogen atmosphere (0.1 MPa (atmospheric pressure)). Aft... The reactants are CC1CN(Cc2cccc(-c3cc(CNC(=O)c4cccc(CC5CCN(C(=O)OC(C)(C)C)CC5)c4)ccc3F)c2)CCN1C(=O)OCc1ccccc1, CO. The product is CC1CN(Cc2cccc(-c3cc(CNC(=O)c4cccc(CC5CCN(C(=O)OC(C)(C)C)CC5)c4)ccc3F)c2)CCN1. Reaction SMILES: [CH3:1][C:2]([CH3:3])([CH3:4])[O:5][C:6](=[O:7])[N:8]1[CH2:9][CH2:10][CH:11]([CH2:14][c:15]2[cH:16][c:17]([C:21](=[O:22])[NH:23][CH2:24][c:25]3[cH:26][cH:27][c:28]([F:55])[c:29](-[c:31]4[cH:32][c:33]([CH2:37][N:38]5[CH2:39][CH:40]([CH3:54])[N:41]([C:44]([O:45][CH2:46][c:47]6[cH:48][cH:49][cH:50][cH:51][cH:52]6)=[O:53])[CH2:42][CH2:43]5)[cH:34][cH:35][cH:36]4)[cH:30]3)[cH:18][cH:19][cH:20]2)[CH2:12][CH2:13]1.[CH3:56][OH:57]>>[CH3:1][C:2]([CH3:3])([CH3:4])[O:5][C:6](=[O:7])[N:8]1[CH2:9][CH2:10][CH:11]([CH2:14][c:15]2[cH:16][c:17]([C:21](=[O:22])[NH:23][CH2:24][c:25]3[cH:26][cH:27][c:28]([F:55])[c:29](-[c:31]4[cH:32][c:33]([CH2:37][N:38]5[CH2:39][CH:40]([CH3:54])[NH:41][CH2:42][CH2:43]5)[cH:34][cH:35][cH:36]4)[cH:30]3)[cH:18][cH:19][cH:20]2)[CH2:12][CH2:13]1.